Dataset: the Open Reaction Database (ORD), a public repository of structured organic reaction records. Task: describe an organic reaction: reactants, conditions, products, and yield Reactants: CS(=O)(=O)OC(C)C=1C=NC(=C(C1)C1=NC(=NC(=N1)N(CC1=CC=C(C=C1)OC)CC1=CC=C(C=C1)OC)C)NC=1C=NC(=C(C1)F)OC (1-(5-(4-(bis(4-methoxybenzyl)amino)-6-methyl-1,3,5-triazin-2-yl)-6-(5-fluoro-6-methoxypyridin-3-ylamino)pyridin-3-yl)ethyl methanesulfonate), CC#N (CH3CN), CC1(NC(CCC1)(C)C)C (2,2,6,6-tetramethylpiperidine), C[C@H]1CN(CCN1)C(=O)OC(C)(C)C ((S)-tert-butyl 3-methylpiperazine-1-carboxylate). Solvent: O (water), C(Cl)Cl (DCM). Product: COC1=CC=C(CN(C2=NC(=NC(=N2)C)C=2C=C(C=NC2NC=2C=NC(=C(C2)F)OC)[C@H](C)N2[C@H](CN(CC2)C(=O)OC(C)(C)C)C)CC2=CC=C(C=C2)OC)C=C1 ((S)-tert-butyl 4-((S)-1-(5-(4-(bis(4-methoxybenzyl)amino)-6-methyl-1,3,5-triazin-2-yl)-6-(5-fluoro-6-methoxypyridin-3-ylamino)pyridin-3-yl)ethyl)-3-methylpiperazine-1-carboxylate), COC1=CC=C(CN(C2=NC(=NC(=N2)C)C=2C=C(C=NC2NC=2C=NC(=C(C2)F)OC)[C@@H](C)N2[C@H](CN(CC2)C(=O)OC(C)(C)C)C)CC2=CC=C(C=C2)OC)C=C1 ((S)-tert-butyl 4-((R)-1-(5-(4-(bis(4-methoxybenzyl)amino)-6-methyl-1,3,5-triazin-2-yl)-6-(5-fluoro-6-methoxypyridin-3-ylamino)pyridin-3-yl)ethyl)-3-methylpiperazine-1-carboxylate). Yield: 17.8%. Reaction SMILES: CS(O[CH:6]([C:8]1[CH:9]=[N:10][C:11]([NH:40][C:41]2[CH:42]=[N:43][C:44]([O:48][CH3:49])=[C:45]([F:47])[CH:46]=2)=[C:12]([C:14]2[N:19]=[C:18]([N:20]([CH2:30][C:31]3[CH:36]=[CH:35][C:34]([O:37][CH3:38])=[CH:33][CH:32]=3)[CH2:21][C:22]3[CH:27]=[CH:26][C:25]([O:28][CH3:29])=[CH:24][CH:23]=3)[N:17]=[C:16]([CH3:39])[N:15]=2)[CH:13]=1)[CH3:7])(=O)=O.CC#N.CC1(C)CCCC(C)(C)N1.[CH3:63][C@@H:64]1[NH:69][CH2:68][CH2:67][N:66]([C:70]([O:72][C:73]([CH3:76])([CH3:75])[CH3:74])=[O:71])[CH2:65]1>O.C(Cl)Cl>[CH3:29][O:28][C:25]1[CH:24]=[CH:23][C:22]([CH2:21][N:20]([CH2:30][C:31]2[CH:32]=[CH:33][C:34]([O:37][CH3:38])=[CH:35][CH:36]=2)[C:18]2[N:17]=[C:16]([CH3:39])[N:15]=[C:14]([C:12]3[CH:13]=[C:8]([C@@H:6]([N:69]4[CH2:68][CH2:67][N:66]([C:70]([O:72][C:73]([CH3:76])([CH3:75])[CH3:74])=[O:71])[CH2:65][C@@H:64]4[CH3:63])[CH3:7])[CH:9]=[N:10][C:11]=3[NH:40][C:41]3[CH:42]=[N:43][C:44]([O:48][CH3:49])=[C:45]([F:47])[CH:46]=3)[N:19]=2)=[CH:27][CH:26]=1.[CH3:29][O:28][C:25]1[CH:24]=[CH:23][C:22]([CH2:21][N:20]([CH2:30][C:31]2[CH:32]=[CH:33][C:34]([O:37][CH3:38])=[CH:35][CH:36]=2)[C:18]2[N:17]=[C:16]([CH3:39])[N:15]=[C:14]([C:12]3[CH:13]=[C:8]([C@H:6]([N:69]4[CH2:68][CH2:67][N:66]([C:70]([O:72][C:73]([CH3:76])([CH3:75])[CH3:74])=[O:71])[CH2:65][C@@H:64]4[CH3:63])[CH3:7])[CH:9]=[N:10][C:11]=3[NH:40][C:41]3[CH:42]=[N:43][C:44]([O:48][CH3:49])=[C:45]([F:47])[CH:46]=3)[N:19]=2)=[CH:27][CH:26]=1. Procedure: A stirred solution of crude 1-(5-(4-(bis(4-methoxybenzyl)amino)-6-methyl-1,3,5-triazin-2-yl)-6-(5-fluoro-6-methoxypyridin-3-ylamino)pyridin-3-yl)ethyl methanesulfonate (0.492 g, 0.713 mmol) in CH3CN (10.00 mL, 191 mmol) was treated with 2,2,6,6-tetramethylpiperidine (0.182 mL, 1.070 mmol) and (S)-tert-butyl 3-methylpiperazine-1-carboxylate (Aldrich, St. Louis, Mo., 0.186 g, 0.927 mmol) and the mixture was heated at reflux overnight. The mixture was then allowed to cool to room temperature, and t... The reactants are C(C)(C)OC1=C(C=C(C(=O)O)C=C1)C (4-isopropoxy-3-methyl-benzoic acid), S(=O)(Cl)Cl (thionylchloride). Solvent: C(Cl)(Cl)Cl (chloroform). Yields the product C(C)(C)OC1=C(C=C(C(=O)Cl)C=C1)C (4-isopropoxy-3-methyl-benzoic acid chloride). As a reaction SMILES: [CH:1]([O:4][C:5]1[CH:13]=[CH:12][C:8]([C:9](O)=[O:10])=[CH:7][C:6]=1[CH3:14])([CH3:3])[CH3:2].S(Cl)([Cl:17])=O>C(Cl)(Cl)Cl>[CH:1]([O:4][C:5]1[CH:13]=[CH:12][C:8]([C:9]([Cl:17])=[O:10])=[CH:7][C:6]=1[CH3:14])([CH3:3])[CH3:2]. Reported procedure: To a solution of 4-isopropoxy-3-methyl-benzoic acid (1.35 g, 6.95 mmol) in chloroform (20 mL), thionylchloride (2.48 g, 20.9 mmol) is added. The mixture is refluxed for 2 h before the solvents are removed in vacuo to give crude 4-isopropoxy-3-methyl-benzoic acid chloride; LC-MS: tR=1.00 min. As a reaction SMILES: [CH3:1][S:2]([C:5]1[CH:26]=[CH:25][C:8]([CH2:9][NH:10][C:11]([C:13]2[C:18](=[O:19])[C:17](Br)=[C:16]([CH3:21])[N:15]([CH:22]([CH3:24])[CH3:23])[CH:14]=2)=[O:12])=[CH:7][CH:6]=1)(=[O:4])=[O:3].[F:27][C:28]([F:39])([F:38])[C:29]1[CH:34]=[C:33](B(O)O)[CH:32]=[CH:31][N:30]=1.C([O-])([O-])=O.[K+].[K+]>C(#N)C>[CH3:1][S:2]([C:5]1[CH:26]=[CH:25][C:8]([CH2:9][NH:10][C:11]([C:13]2[C:18](=[O:19])[C:17]([C:33]3[CH:32]=[CH:31][N:30]=[C:29]([C:28]([F:39])([F:38])[F:27])[CH:34]=3)=[C:16]([CH3:21])[N:15]([CH:22]([CH3:24])[CH3:23])[CH:14]=2)=[O:12])=[CH:7][CH:6]=1)(=[O:4])=[O:3] |f:2.3.4|. Reaction conditions: temperature 75 celsius, time 18 hour. Solvent: C(C)#N (acetonitrile). Starting materials: CS(=O)(=O)C1=CC=C(CNC(=O)C2=CN(C(=C(C2=O)Br)C)C(C)C)C=C1 (5-bromo-1-isopropyl-6-methyl-4-oxo-1,4-dihydro-pyridine-3-carboxylic acid 4-methanesulfonyl-benzylamide), FC(C1=NC=CC(=C1)B(O)O)(F)F (2-(trifluoromethyl)pyridine-4-boronic acid), 1,1′-[bis(diphenylphosphino)ferrocene]dichloropalladium(II), C(=O)([O-])[O-].[K+].[K+] (K2CO3). The product is CS(=O)(=O)C1=CC=C(CNC(=O)C=2C(C(=C(N(C2)C(C)C)C)C2=CC(=NC=C2)C(F)(F)F)=O)C=C1 (1-Isopropyl-2-methyl-4-oxo-2′-trifluoromethyl-1,4-dihydro-[3,4]bipyridinyl-5-carboxylic acid 4-methanesulfonyl-benzylamide). Reported procedure: To a solution of 5-bromo-1-isopropyl-6-methyl-4-oxo-1,4-dihydro-pyridine-3-carboxylic acid 4-methanesulfonyl-benzylamide (preparation 5, 24 mg, 0.054 mmol), 2-(trifluoromethyl)pyridine-4-boronic acid (13 mg, 0.068 mmol), 1,1′-[bis(diphenylphosphino)ferrocene]dichloropalladium(II) (5 mg, 0.007 mmol) in acetonitrile (0.15 mL) is added 2 M aqueous K2CO3 solution (0.055 mL, 0.11 mmol). After stirring for 18 h at 75° C., the reaction mixture is filtered and purified by preparative reversed-phase HPLC... Starting materials: FC1=CC=C(C=C1)[Si](CN1N=CN=C1)(C)C1=CC=C(C=C1)F (Bis(4-fluorophenyl)methyl(1H-1,2,4-triazol-1-ylmethyl)silane), C(CCC)[Li] (n-butyllithium), CN(C)C=O (DMF). Run in C1CCOC1 (THF), ether hexanes. Run at temperature 0 celsius, time 1 hour. Product: FC1=CC=C(C=C1)[Si](CN1N=CN=C1C=O)(C)C1=CC=C(C=C1)F (bis(4-Fluorophenyl)methyl(5-formyl-1H-1,2,4-triazol-1-ylmethyl)silane). The yield is 80.1%. As a reaction SMILES: [F:1][C:2]1[CH:7]=[CH:6][C:5]([Si:8]([C:16]2[CH:21]=[CH:20][C:19]([F:22])=[CH:18][CH:17]=2)([CH3:15])[CH2:9][N:10]2[CH:14]=[N:13][CH:12]=[N:11]2)=[CH:4][CH:3]=1.C([Li])CCC.CN([CH:31]=[O:32])C>C1COCC1>[F:1][C:2]1[CH:3]=[CH:4][C:5]([Si:8]([C:16]2[CH:17]=[CH:18][C:19]([F:22])=[CH:20][CH:21]=2)([CH3:15])[CH2:9][N:10]2[C:14]([CH:31]=[O:32])=[N:13][CH:12]=[N:11]2)=[CH:6][CH:7]=1. Procedure details: Bis(4-fluorophenyl)methyl(1H-1,2,4-triazol-1-ylmethyl)silane (1.3 g, 0.004 mol) was lithiated as described in Example 1 using 3.7 mL (0.0044 mol) of 1.2M n-butyllithium in 10 mL of THF. DMF (1.2 mL, 0.016 mol) was added and the solution was allowed to warm to 0° C. After 1 hour, the reaction mixture was diluted with 1:1 ether/hexanes, washed with 7% aqueous NaHCO3 and brine, dried over Na2SO4 and evaporated. Flash chromatography using 10% ether/methylene chloride gave 1.1 g of the title compound...